This data is from the Open Reaction Database (ORD), a public repository of structured organic reaction records. The task is: describe an organic reaction: reactants, conditions, products, and yield Starting materials: [Br-], C1CCOC1, C[Mg+], Cl, Cc1ccc(C=O)cc1F. The product is Cc1ccc(C(C)O)cc1F. RXN SMILES: [Br-:11].[CH2:15]1[O:16][CH2:17][CH2:18][CH2:19]1.[CH3:12][Mg+:13].[ClH:14].[F:1][c:2]1[cH:3][c:4]([CH:5]=[O:6])[cH:7][cH:8][c:9]1[CH3:10]>>[F:1][c:2]1[cH:3][c:4]([CH:5]([OH:6])[CH3:12])[cH:7][cH:8][c:9]1[CH3:10]. Reactants: [N+](=O)([O-])C1=C(OC(C(=O)Cl)C)C=C(C=C1)OC1=C(C=C(C=C1)Cl)Cl (2-[2-nitro-5-(2,4-dichlorophenoxy)phenoxy]propionyl chloride), CC1OC(OC1)CN (N-(4-Methyl-1,3-dioxolan-2-ylmethyl)amine). Solvent: C(Cl)Cl (methylene chloride), C(Cl)Cl (methylene chloride). Reaction conditions: temperature -15 celsius. Yields the product CC1OC(OC1)CNC(C(C)OC1=C(C=CC(=C1)OC1=C(C=C(C=C1)Cl)Cl)[N+](=O)[O-])=O (N-(4-methyl-1,3-dioxolan-2-ylmethyl)-2-[2-nitro-5-(2,4-dichlorophenoxy)phenoxy]propionamide). As a reaction SMILES: [CH3:1][CH:2]1[CH2:6][O:5][CH:4]([CH2:7][NH2:8])[O:3]1.[N+:9]([C:12]1[CH:23]=[CH:22][C:21]([O:24][C:25]2[CH:30]=[CH:29][C:28]([Cl:31])=[CH:27][C:26]=2[Cl:32])=[CH:20][C:13]=1[O:14][CH:15]([CH3:19])[C:16](Cl)=[O:17])([O-:11])=[O:10]>C(Cl)Cl>[CH3:1][CH:2]1[CH2:6][O:5][CH:4]([CH2:7][NH:8][C:16](=[O:17])[CH:15]([O:14][C:13]2[CH:20]=[C:21]([O:24][C:25]3[CH:30]=[CH:29][C:28]([Cl:31])=[CH:27][C:26]=3[Cl:32])[CH:22]=[CH:23][C:12]=2[N+:9]([O-:11])=[O:10])[CH3:19])[O:3]1. Procedure: N-(4-Methyl-1,3-dioxolan-2-ylmethyl)amine (0.015 mole) triethylamine (5 ml) and methylene chloride (50 ml) are charged into a glass reaction vessel equipped with a mechanical stirrer, thermometer and addition funnel. The reaction mixture is cooled to about -15° C. and a solution of 2-[2-nitro-5-(2,4-dichlorophenoxy)phenoxy]propionyl chloride (0.01 mole) in methylene chloride (50 ml) is added dropwise with stirring. After the addition is completed the reaction mixture is allowed to warm to room t... The reactants are CCOc1c(OCC)c(=O)c1=O, CCO, Nc1ccc(Cl)cc1. The product is CCOc1c(Nc2ccc(Cl)cc2)c(=O)c1=O. Reaction SMILES: [CH2:1]([O:2][c:4]1[c:5](=[O:12])[c:6](=[O:11])[c:7]1[O:8][CH2:9][CH3:10])[CH3:3].[CH3:21][CH2:22][OH:23].[NH2:13][c:14]1[cH:15][cH:16][c:17]([Cl:18])[cH:19][cH:20]1>>[c:4]1([NH:13][c:14]2[cH:15][cH:16][c:17]([Cl:18])[cH:19][cH:20]2)[c:5](=[O:12])[c:6](=[O:11])[c:7]1[O:8][CH2:9][CH3:10]. Starting materials: ClCCl, CC(C)(C)OC(=O)N1CC(O)C(CNC(=O)OCc2ccccc2)C1. The product is O=C(NCC1CNCC1O)OCc1ccccc1. RXN SMILES: [Cl:26][CH2:27][Cl:28].[OH:1][CH:2]1[CH2:3][N:4]([C:19]([O:20][C:21]([CH3:22])([CH3:23])[CH3:24])=[O:25])[CH2:5][CH:6]1[CH2:7][NH:8][C:9](=[O:10])[O:11][CH2:12][c:13]1[cH:14][cH:15][cH:16][cH:17][cH:18]1>>[OH:1][CH:2]1[CH2:3][NH:4][CH2:5][CH:6]1[CH2:7][NH:8][C:9](=[O:10])[O:11][CH2:12][c:13]1[cH:14][cH:15][cH:16][cH:17][cH:18]1. The reactants are [N]=O (nitrogen monoxide), C12CC3CC(CC(C1)C3)C2 (adamantane), C12CC3CC(CC(C1)C3)C2 (adamantane), ON1C(C=2C(C1=O)=CC=CC2)=O (N-hydroxyphthalimide). Run in C(C)(=O)O (acetic acid). Yields the product [N+](=O)([O-])C12CC3CC(CC(C1)C3)C2 (nitroadamantane), C12(CC3CC(CC(C1)C3)C2)O (adamantanol). Isolated yield 17.0%. Reaction SMILES: [CH:1]12[CH2:10][CH:5]3[CH2:6][CH:7]([CH2:9][CH:3]([CH2:4]3)[CH2:2]1)[CH2:8]2.[OH:11][N:12]1C(=O)C2=CC=CC=C2C1=O.[N]=[O:24]>C(O)(=O)C>[N+:12]([C:1]12[CH2:10][CH:5]3[CH2:6][CH:7]([CH2:9][CH:3]([CH2:4]3)[CH2:2]1)[CH2:8]2)([O-:11])=[O:24].[C:1]12([OH:11])[CH2:10][CH:5]3[CH2:6][CH:7]([CH2:9][CH:3]([CH2:4]3)[CH2:2]1)[CH2:8]2 |^1:22|. Procedure: Into a flask, 1 mmole of adamantane, 0.05 mmole of N-hydroxyphthalimide and 5 ml of acetic acid were added to mix and then the flask was equipped with a gas bag (about 1L) of nitrogen monoxide NO. The mixture was reacted for 8 hours at 100° C. with stirring. The reaction products were analyzed by gas chromatography, and, as a result, The conversion of adamantane was 95%, and nitroadamantane (yield 30%), adamantanol (yield 17%) and acetyloxyadamantane (yield 33%) were formed.